Dataset: the Open Reaction Database (ORD), a public repository of structured organic reaction records. Task: describe an organic reaction: reactants, conditions, products, and yield Starting materials: ice water, C(C)C(C(=O)O)(C(C)(C1=CC=CC=C1)C)O (ethyl 2-hydroxy-3-methyl-3-phenylbutyric acid), COC1=NC(=NC(=C1)OC)S(=O)(=O)C (4,6-dimethoxy-2-methylsulfonylpyrimidine), C([O-])([O-])=O.[K+].[K+] (potassium carbonate), CN(C=O)C (N,N-dimethylformamide). Conditions: temperature 100 celsius, time 3 hour. Yields the product COC1=NC(=NC(=C1)OC)OC(C(=O)OCC)C(C)(C1=CC=CC=C1)C (ethyl 2-(4,6-dimethoxypyrimidin-2-yl)oxy-3-methyl-3-phenylbutyrate). RXN SMILES: C([C:3]([OH:16])([C:7]([CH3:15])([C:9]1[CH:14]=[CH:13][CH:12]=[CH:11][CH:10]=1)[CH3:8])[C:4](O)=[O:5])C.[CH3:17][O:18][C:19]1[CH:24]=[C:23]([O:25][CH3:26])[N:22]=[C:21](S(C)(=O)=O)[N:20]=1.[C:31](=O)([O-])[O-].[K+].[K+].CN(C)[CH:39]=[O:40]>>[CH3:17][O:18][C:19]1[CH:24]=[C:23]([O:25][CH3:26])[N:22]=[C:21]([O:16][CH:3]([C:7]([CH3:8])([C:9]2[CH:10]=[CH:11][CH:12]=[CH:13][CH:14]=2)[CH3:15])[C:4]([O:40][CH2:39][CH3:31])=[O:5])[N:20]=1 |f:2.3.4|. Reported procedure: 4.5 g of ethyl 2-hydroxy-3-methyl-3-phenylbutyric acid, 4,6 g of 4,6-dimethoxy-2-methylsulfonylpyrimidine, 5,3 g of anhydrous potassium carbonate and 50 ml of N,N-dimethylformamide were introduced to a round bottom flask, and the mixture was stirred at 100° C. for 3 hours. Then, the reaction mixture was poured into ice water and extracted twice with 50 ml of ethyl acetate. The extract was washed with water and then dried over anhydrous sodium sulfate overnight. An inorganic salt was removed by f... Reactants: O=C([O-])[O-], CS(C)=O, CC=CN1CCNC1=N[N+](=O)[O-], ClCc1ccc(Cl)nc1, [K+], [K+], O. The product is CC=CN1CCN(Cc2ccc(Cl)nc2)C1=N[N+](=O)[O-]. Reaction SMILES: [C:13](=[O:14])([O-:15])[O-:16].[CH3:19][S:20]([CH3:21])=[O:22].[CH:1](=[CH:2][CH3:3])[N:4]1[C:5](=[N:9][N+:10](=[O:11])[O-:12])[NH:6][CH2:7][CH2:8]1.[Cl:23][c:24]1[n:25][cH:26][c:27]([CH2:30][Cl:31])[cH:28][cH:29]1.[K+:17].[K+:18].[OH2:32]>>[CH:1](=[CH:2][CH3:3])[N:4]1[C:5](=[N:9][N+:10](=[O:11])[O-:12])[N:6]([CH2:30][c:27]2[cH:26][n:25][c:24]([Cl:23])[cH:29][cH:28]2)[CH2:7][CH2:8]1. Reactants: [F-].[Cs+] (cesium fluoride), BrC=1C=C(C(=C2N=C(COC21)C=2C=NC=CC2)N)F (8-bromo-6-fluoro-3-pyridin-3-yl-2H-1,4-benzoxazin-5-amine), CC1=NOC(=C1B(O)O)C ((3,5-dimethylisoxazol-4-yl)boronic acid). The reagents and catalysts are C(C)(C)(C)P(C1=CC=C(N(C)C)C=C1)C(C)(C)C.Cl[Pd]Cl (4-(Di-tert-butylphosphino)-N,N-dimethylaniline dichloropalladium). The solvent is C(CCC)O (1-butanol), O (water). Conditions: temperature 100 celsius. Yields the product CC1=NOC(=C1C=1C=C(C(=C2N=C(COC21)C=2C=NC=CC2)N)F)C (8-(3,5-Dimethylisoxazol-4-yl)-6-fluoro-3-pyridin-3-yl-2H-1,4-benzoxazin-5-amine). Isolated yield 59.1%. RXN SMILES: [F-].[Cs+].Br[C:4]1[CH:5]=[C:6]([F:21])[C:7]([NH2:20])=[C:8]2[C:13]=1[O:12][CH2:11][C:10]([C:14]1[CH:15]=[N:16][CH:17]=[CH:18][CH:19]=1)=[N:9]2.[CH3:22][C:23]1[C:27](B(O)O)=[C:26]([CH3:31])[O:25][N:24]=1>C(O)CCC.O.C(P(C(C)(C)C)C1C=CC(N(C)C)=CC=1)(C)(C)C.Cl[Pd]Cl>[CH3:22][C:23]1[C:27]([C:4]2[CH:5]=[C:6]([F:21])[C:7]([NH2:20])=[C:8]3[C:13]=2[O:12][CH2:11][C:10]([C:14]2[CH:15]=[N:16][CH:17]=[CH:18][CH:19]=2)=[N:9]3)=[C:26]([CH3:31])[O:25][N:24]=1 |f:0.1,6.7|. Reported procedure: 4-(Di-tert-butylphosphino)-N,N-dimethylaniline-dichloropalladium (2:1) (3.3 mg, 0.0047 mmol) and cesium fluoride (83 mg, 0.54 mmol), 8-bromo-6-fluoro-3-pyridin-3-yl-2H-1,4-benzoxazin-5-amine (50 mg, 0.2 mmol) and (3,5-dimethylisoxazol-4-yl)boronic acid (33 mg, 0.23 mmol) were stirred in 1-butanol (0.50 mL) and water (0.12 mL). The system was placed under vacuum and back-filled with nitrogen (repeated 3×) while stirring the suspension. The mixture was further degassed by bubbling nitrogen through... Starting materials: C(C)(=O)OCC([C@]1(CC[C@H]2[C@@H]3CCC4=CC(CC[C@]4(C)[C@H]3CC[C@]12C)=O)O)=O (21-acetoxy-17α-hydroxy-4-pregnene-3,20-dione), C(C)(=O)[O-].[Na+] (sodium acetate), P(=O)(Cl)(Cl)Cl (phosphorus oxychloride). The solvent is C(Cl)(Cl)Cl (chloroform), C(C)OCOCC (formaldehyde diethylacetal). Yields the product C(C)(=O)OCC([C@]1(CC[C@H]2[C@@H]3CC(C4=CC(CC[C@]4(C)[C@H]3CC[C@]12C)=O)=C)O)=O (21-acetoxy-17α-hydroxy-6-methylene-4-pregnene-3,20-dione). Isolated yield 86.3%. Reaction SMILES: [C:1]([O:4][CH2:5][C:6](=[O:28])[C@:7]1([OH:27])[C@:24]2([CH3:25])[C@H:10]([C@H:11]3[C@H:21]([CH2:22][CH2:23]2)[C@:19]2([CH3:20])[C:14](=[CH:15][C:16](=[O:26])[CH2:17][CH2:18]2)[CH2:13][CH2:12]3)[CH2:9][CH2:8]1)(=[O:3])[CH3:2].[C:29]([O-])(=O)C.[Na+].P(Cl)(Cl)(Cl)=O>C(Cl)(Cl)Cl.C(OCOCC)C>[C:1]([O:4][CH2:5][C:6](=[O:28])[C@:7]1([OH:27])[C@:24]2([CH3:25])[C@H:10]([C@H:11]3[C@H:21]([CH2:22][CH2:23]2)[C@:19]2([CH3:20])[C:14](=[CH:15][C:16](=[O:26])[CH2:17][CH2:18]2)[C:13](=[CH2:29])[CH2:12]3)[CH2:9][CH2:8]1)(=[O:3])[CH3:2] |f:1.2|. Reported procedure: Analogously to Example 35, 1.0 g of 21-acetoxy-17α-hydroxy-4-pregnene-3,20-dione is stirred with a suspension of 1.0 g of sodium acetate in 30 ml of chloroform, 30 ml of formaldehyde diethylacetal, and 3.8 ml of phosphorus oxychloride for 7 hours at 65° C., and then worked up. The crude product is purified on 220 g of silica gel with a methylene chloride/acetone gradient (0-12% acetone), thus obtaining 890 mg of 21-acetoxy-17α-hydroxy-6-methylene-4-pregnene-3,20-dione, mp 194.5°-196° C. Reactants: NC=1N=CN(C1C(=O)N)CC1=CC=C(C=C1)C (4-amino-1-(4-methylbenzyl)-5-imidazolecarboxamide), FC=1C=C(C(=O)Cl)C=CC1 (3-fluorobenzoyl chloride). The product is FC=1C=C(C(=O)NC=2N=CN(C2C(=O)N)CC2=CC=C(C=C2)C)C=CC1 (4-(3-fluorobenzoylamino)-1-(4-methylbenzyl)-5-imidazole carboxamide). The yield is 88.0%. Reaction SMILES: [NH2:1][C:2]1[N:3]=[CH:4][N:5]([CH2:10][C:11]2[CH:16]=[CH:15][C:14]([CH3:17])=[CH:13][CH:12]=2)[C:6]=1[C:7]([NH2:9])=[O:8].[F:18][C:19]1[CH:20]=[C:21]([CH:25]=[CH:26][CH:27]=1)[C:22](Cl)=[O:23]>>[F:18][C:19]1[CH:20]=[C:21]([CH:25]=[CH:26][CH:27]=1)[C:22]([NH:1][C:2]1[N:3]=[CH:4][N:5]([CH2:10][C:11]2[CH:16]=[CH:15][C:14]([CH3:17])=[CH:13][CH:12]=2)[C:6]=1[C:7]([NH2:9])=[O:8])=[O:23]. Procedure: An amidation reaction and post-treatment were carried out following the conditions of Example 1, using 2.30 g (9.99 mmol) of 4-amino-1-(4-methylbenzyl)-5-imidazolecarboxamide prepared in the same manner as in Example 87 and 3-fluorobenzoyl chloride instead of benzoyl chloride to obtain 3.11 g of 4-(3-fluorobenzoylamino)-1-(4-methylbenzyl)-5-imidazole carboxamide (yield 88%). Reported procedure: A solution of 10.5 g of 4-ethoxyaniline in 250 ml acetonitrile was added over a 1.5 hour period to a solution of 20 g of 2,6-dichloro-3,5-dinitrobenzoic acid and 11 g of N,N-diisopropylethylamine in 400 ml of acetonitrile and stirred at room temperature for five hours. After the solvent was removed in vacuo, the residue was dissolved in 500 ml of chloroform and extracted with several portions of 5% ammonium hydroxide. The aqueous extracts were washed with chloroform and acidified with dilute aci... RXN SMILES: [CH2:1]([O:3][C:4]1[CH:10]=[CH:9][C:7]([NH2:8])=[CH:6][CH:5]=1)[CH3:2].Cl[C:12]1[C:20]([N+:21]([O-:23])=[O:22])=[CH:19][C:18]([N+:24]([O-:26])=[O:25])=[C:17](Cl)[C:13]=1[C:14]([OH:16])=[O:15].C(N(CC)C(C)C)(C)C>C(#N)C>[CH2:1]([O:3][C:4]1[CH:10]=[CH:9][C:7]([NH:8][C:12]2[C:13]([C:14]([OH:16])=[O:15])=[CH:17][C:18]([N+:24]([O-:26])=[O:25])=[CH:19][C:20]=2[N+:21]([O-:23])=[O:22])=[CH:6][CH:5]=1)[CH3:2]. Yields the product C(C)OC1=CC=C(C=C1)NC1=C(C=C(C=C1C(=O)O)[N+](=O)[O-])[N+](=O)[O-] (6-[(4-ethoxyphenyl)amino]-3,5-dinitrobenzoic acid). Solvent: C(C)#N (acetonitrile), C(C)#N (acetonitrile). Run at time 5 hour. The reactants are C(C)OC1=CC=C(N)C=C1 (4-ethoxyaniline), ClC1=C(C(=O)O)C(=C(C=C1[N+](=O)[O-])[N+](=O)[O-])Cl (2,6-dichloro-3,5-dinitrobenzoic acid), C(C)(C)N(C(C)C)CC (N,N-diisopropylethylamine). Reactants: C1(CC1)CN1C[C@@H](CCC1)CNC(=O)[C@@H]1N(CCC1)C(=O)[C@H]1N(C[C@@H](C1)O)C(CC(C1=CC=CC=C1)(C1=CC=CC=C1)C1=CC=CC=C1)=O ((2R)-N-{((3S)-1-cyclopropylmethyl-3-piperidyl)methyl}-1-{(2S,4R)-4-hydroxy-1-(3,3,3-triphenylpropanoyl)pyrrolidin-2-yl}carbonylpyrrolidine-2-carboxamide), C1(CC1)CBr (cyclopropylmethyl bromide). Yields the product [Br-].C1(CC1)C[N+]1(C[C@@H](CCC1)CNC(=O)[C@@H]1N(CCC1)C(=O)[C@H]1N(C[C@@H](C1)O)C(CC(C1=CC=CC=C1)(C1=CC=CC=C1)C1=CC=CC=C1)=O)CC1CC1 ((3S)-1,1-dicyclopropylmethyl-3-({({(2R)-1-({(2S,4R)-4-hydroxy-1-(3,3,3-triphenylpropanoyl)-2-pyrrolidinyl}carbonyl)-2-pyrrolidinyl}carbonyl)amino}methyl)piperidinium bromide). Procedure details: The title compound was prepared by a method similar to Example 130, using (2R)-N-{((3S)-1-cyclopropylmethyl-3-piperidyl)methyl}-1-{(2S,4R)-4-hydroxy-1-(3,3,3-triphenylpropanoyl)pyrrolidin-2-yl}carbonylpyrrolidine-2-carboxamide and cyclopropylmethyl bromide. The compound was obtained as a white solid. Reaction SMILES: [CH:1]1([CH2:4][N:5]2[CH2:10][CH2:9][CH2:8][C@@H:7]([CH2:11][NH:12][C:13]([C@H:15]3[CH2:19][CH2:18][CH2:17][N:16]3[C:20]([C@@H:22]3[CH2:26][C@@H:25]([OH:27])[CH2:24][N:23]3[C:28](=[O:49])[CH2:29][C:30]([C:43]3[CH:48]=[CH:47][CH:46]=[CH:45][CH:44]=3)([C:37]3[CH:42]=[CH:41][CH:40]=[CH:39][CH:38]=3)[C:31]3[CH:36]=[CH:35][CH:34]=[CH:33][CH:32]=3)=[O:21])=[O:14])[CH2:6]2)[CH2:3][CH2:2]1.[CH:50]1([CH2:53][Br:54])[CH2:52][CH2:51]1>>[Br-:54].[CH:1]1([CH2:4][N+:5]2([CH2:53][CH:50]3[CH2:52][CH2:51]3)[CH2:10][CH2:9][CH2:8][C@@H:7]([CH2:11][NH:12][C:13]([C@H:15]3[CH2:19][CH2:18][CH2:17][N:16]3[C:20]([C@@H:22]3[CH2:26][C@@H:25]([OH:27])[CH2:24][N:23]3[C:28](=[O:49])[CH2:29][C:30]([C:37]3[CH:42]=[CH:41][CH:40]=[CH:39][CH:38]=3)([C:31]3[CH:32]=[CH:33][CH:34]=[CH:35][CH:36]=3)[C:43]3[CH:44]=[CH:45][CH:46]=[CH:47][CH:48]=3)=[O:21])=[O:14])[CH2:6]2)[CH2:2][CH2:3]1 |f:2.3|. Starting materials: C/C(=N\[Si](C)(C)C)/O[Si](C)(C)C (N,O-Bis(trimethylsilyl)acetamide), FC1=CC=C(C=C1)N[C@@H](C(C(N1C(OC[C@@H]1C1=CC=CC=C1)=O)=O)SCC1=CC=C(C=C1)OC)C1=CC=C(OCC(=O)OC(C)(C)C)C=C1 (tert-Butyl (4-{(1R)-1-[(4-fluorophenyl)amino]-2-[(4-methoxybenzyl)thio]-3-oxo-3-[(4S)-2-oxo-4-phenyl-1,3-oxazolidin-3-yl]propyl}phenoxy)acetate), [F-].C(CCC)[N+](CCCC)(CCCC)CCCC (tetrabutylammonium fluoride). Solvent: C1(=CC=CC=C1)C (toluene). Run at temperature 90 celsius, time 1 hour. Yields the product FC1=CC=C(C=C1)N1[C@@H]([C@H](C1=O)SCC1=CC=C(C=C1)OC)C1=CC=C(OCC(=O)OC(C)(C)C)C=C1 (tert-Butyl (4-{(2R,3R)-1-(4-fluorophenyl)-3-[(4-methoxybenzyl)thio]-4-oxoazetidin-2-yl}phenoxy)acetate). Reaction SMILES: [F:1][C:2]1[CH:7]=[CH:6][C:5]([NH:8][C@H:9]([C:35]2[CH:49]=[CH:48][C:38]([O:39][CH2:40][C:41]([O:43][C:44]([CH3:47])([CH3:46])[CH3:45])=[O:42])=[CH:37][CH:36]=2)[CH:10]([S:25][CH2:26][C:27]2[CH:32]=[CH:31][C:30]([O:33][CH3:34])=[CH:29][CH:28]=2)[C:11](=[O:24])N2[C@@H](C3C=CC=CC=3)COC2=O)=[CH:4][CH:3]=1.C/C(/O[Si](C)(C)C)=N\[Si](C)(C)C.[F-].C([N+](CCCC)(CCCC)CCCC)CCC>C1(C)C=CC=CC=1>[F:1][C:2]1[CH:3]=[CH:4][C:5]([N:8]2[C:11](=[O:24])[C@H:10]([S:25][CH2:26][C:27]3[CH:32]=[CH:31][C:30]([O:33][CH3:34])=[CH:29][CH:28]=3)[C@H:9]2[C:35]2[CH:36]=[CH:37][C:38]([O:39][CH2:40][C:41]([O:43][C:44]([CH3:45])([CH3:46])[CH3:47])=[O:42])=[CH:48][CH:49]=2)=[CH:6][CH:7]=1 |f:2.3|. Procedure details: tert-Butyl (4-{(1R)-1-[(4-fluorophenyl)amino]-2-[(4-methoxybenzyl)thio]-3-oxo-3-[(4S)-2-oxo-4-phenyl-1,3-oxazolidin-3-yl]propyl}phenoxy)acetate (9.3 g, 13.5 mmol) was dissolved in dry toluene (500 mL) and heated to 90° C. under inert atmosphere. N,O-Bis(trimethylsilyl)acetamide (BSA, 9.9 mL, 40.6 mmol) was added and the mixture was stirred at 90° C. for one hour. The mixture was then given 45° C. and tetrabutylammonium fluoride (TBAF, 1 g) was added. The mixture was stirred at 45° C. for 24 hour... The reactants are C(N)(=N)C1=CC=C(C=C1)NCC1=NC2=C(N1C)C=CC(=C2)C(=O)N(CCC(=O)OCC)C2=NC=CC=C2 (ethyl 3-{[(2-[{(4-carbamimidoylphenyl)amino]methyl}-1-methyl-1H-benzimidazol-5-yl)carbonyl](pyridin-2-yl)amino}propanoate), ClC(=O)OCCCCCC (n-hexyl chloroformate), ClC(=O)OCCCCCC (n-hexyl chloroformate). Product: CCCCCCOC(=O)/N=C(/C=1C=CC(=CC1)NCC2=NC=3C=C(C=CC3N2C)C(=O)N(CCC(=O)OCC)C=4C=CC=CN4)\N (dabigatran etexilate). As a reaction SMILES: [C:1]([C:4]1[CH:9]=[CH:8][C:7]([NH:10][CH2:11][C:12]2[N:16]([CH3:17])[C:15]3[CH:18]=[CH:19][C:20]([C:22]([N:24]([C:32]4[CH:37]=[CH:36][CH:35]=[CH:34][N:33]=4)[CH2:25][CH2:26][C:27]([O:29][CH2:30][CH3:31])=[O:28])=[O:23])=[CH:21][C:14]=3[N:13]=2)=[CH:6][CH:5]=1)(=[NH:3])[NH2:2].Cl[C:39]([O:41][CH2:42][CH2:43][CH2:44][CH2:45][CH2:46][CH3:47])=[O:40]>>[CH3:47][CH2:46][CH2:45][CH2:44][CH2:43][CH2:42][O:41][C:39](/[N:3]=[C:1](\[NH2:2])/[C:4]1[CH:5]=[CH:6][C:7]([NH:10][CH2:11][C:12]2[N:16]([CH3:17])[C:15]3[CH:18]=[CH:19][C:20]([C:22]([N:24]([C:32]4[CH:37]=[CH:36][CH:35]=[CH:34][N:33]=4)[CH2:25][CH2:26][C:27]([O:29][CH2:30][CH3:31])=[O:28])=[O:23])=[CH:21][C:14]=3[N:13]=2)=[CH:8][CH:9]=1)=[O:40]. Procedure details: U.S. Pat. No. 7,202,368 describes an alternative process for the synthesis of dabigatran etexilate (see Scheme 2). Example 3 describes the condensation between ethyl 3-{[3-amino-4-(methylamino)benzoyl](pyridin-2-yl)amino}propanoate (compound II) and 2-[4-(1,2,4-oxadiazol-5-on-3-yl)phenylamino]acetic acid (compound VII) in the presence of a coupling agent such as N,N′-carbonyldiimidazole (CDI), propanephosphonic anhydride (PPA), or pivaloyl chloride, to give ethyl 3-{[(2-{[(4-{1,2,4-oxadiazol-5-o... Starting materials: FC1=C(C=CC(=C1)F)C1=CC(=C(C(=O)OC(C)(C)C)C=C1)NC(C1=CC=C(C=C1)F)=O (tert-butyl 4-(2,4-difluorophenyl)-2-(4-fluorobenzamido)benzoate). The solvent is FC(C(=O)O)(F)F (trifluoroacetic acid). Conditions: time 2 hour. The product is FC1=C(C=CC(=C1)F)C1=CC(=C(C(=O)O)C=C1)NC(C1=CC=C(C=C1)F)=O (4-(2,4-difluorophenyl)-2-(4-fluorobenzamido)benzoic acid). Reaction SMILES: [F:1][C:2]1[CH:7]=[C:6]([F:8])[CH:5]=[CH:4][C:3]=1[C:9]1[CH:21]=[CH:20][C:12]([C:13]([O:15]C(C)(C)C)=[O:14])=[C:11]([NH:22][C:23](=[O:31])[C:24]2[CH:29]=[CH:28][C:27]([F:30])=[CH:26][CH:25]=2)[CH:10]=1>FC(F)(F)C(O)=O>[F:1][C:2]1[CH:7]=[C:6]([F:8])[CH:5]=[CH:4][C:3]=1[C:9]1[CH:21]=[CH:20][C:12]([C:13]([OH:15])=[O:14])=[C:11]([NH:22][C:23](=[O:31])[C:24]2[CH:29]=[CH:28][C:27]([F:30])=[CH:26][CH:25]=2)[CH:10]=1. Reported procedure: 10 mL of trifluoroacetic acid was added to the obtained tert-butyl 4-(2,4-difluorophenyl)-2-(4-fluorobenzamido)benzoate and stirred at room temperature for 2 hours. The solvent was evaporated under reduced pressure and diisopropyl ether was added to the obtained residue and a solid substance was separated by filtration to obtain 46 mg of 4-(2,4-difluorophenyl)-2-(4-fluorobenzamido)benzoic acid as white solid.